Task: describe an organic reaction: reactants, conditions, products, and yield. Dataset: the Open Reaction Database (ORD), a public repository of structured organic reaction records The reactants are CC(C)(C)[O-], [K+], CN(C)C=O, O, C(=Nc1ccccc1)c1ccccc1, c1ccc(Cn2cncn2)cc1. The product is C(#Cc1ccccc1)c1ccccc1. RXN SMILES: [CH3:1][C:2]([CH3:3])([O-:4])[CH3:5].[K+:6].[O:34]=[CH:35][N:36]([CH3:37])[CH3:38].[OH2:33].[c:19]1([CH:25]=[N:26][c:27]2[cH:28][cH:29][cH:30][cH:31][cH:32]2)[cH:20][cH:21][cH:22][cH:23][cH:24]1.[c:7]1([CH2:13][n:14]2[cH:15][n:16][cH:17][n:18]2)[cH:8][cH:9][cH:10][cH:11][cH:12]1>>[c:7]1([C:13]#[C:25][c:19]2[cH:20][cH:21][cH:22][cH:23][cH:24]2)[cH:8][cH:9][cH:10][cH:11][cH:12]1. The reactants are OCC1C2CCC(C1C)C2 (2-hydroxymethyl-3-methylnorbornane), CC=1C2CCC(C1C)C2 (2,3-dimethyl-2-norbornene). Product: CC1C(C2CCC1C2)=C (3-methyl-2-methylenenorbornane). The yield is 31.0%. RXN SMILES: O[CH2:2][CH:3]1[CH:8]([CH3:9])[CH:7]2[CH2:10][CH:4]1[CH2:5][CH2:6]2.CC1C2CC(C=1C)CC2>>[CH3:9][CH:8]1[CH:7]2[CH2:10][CH:4]([CH2:5][CH2:6]2)[C:3]1=[CH2:2]. Procedure: The same procedure of Example 12 was repeated except that 2-hydroxymethyl-3-methylnorbornane was dehydrated at a reaction temperature of 330° C., and that a product containing 59% 2,3-dimethyl-2-norbornene, and 31% 3-methyl-2-methylenenorbornane was obtained, to obtain 98 g of a fraction having a boiling point of 124° to 127° C./0.2 mmHg. Reactants: ClC1=C(C(=NC2=CC(=CC=C12)F)C=1C=NC=CC1)C (4-chloro-7-fluoro-3-methyl-2-(pyridin-3-yl)quinoline), Cl (HCl), O1CCOCC1 (1,4-dioxane), O1CCN(CC1)C1=CC=C2C(=C1)NCC21CCOCC1 (6-morpholino-2′,3′,5′,6′-tetrahydrospiro-[indoline-3,4′-pyran]), solution. The product is FC1=CC=C2C(=C(C(=NC2=C1)C=1C=NC=CC1)C)N1CC2(CCOCC2)C2=CC=C(C=C12)N1CCOCC1 (1-(7-Fluoro-3-methyl-2-(3-pyridinyl)-4-quinolinyl)-6-(4-morpholinyl)-1,2,2′,3′,5′,6′-hexahydrospiro[indole-3,4′-pyran]). RXN SMILES: Cl[C:2]1[C:11]2[C:6](=[CH:7][C:8]([F:12])=[CH:9][CH:10]=2)[N:5]=[C:4]([C:13]2[CH:14]=[N:15][CH:16]=[CH:17][CH:18]=2)[C:3]=1[CH3:19].[O:20]1[CH2:25][CH2:24][N:23]([C:26]2[CH:31]=[C:30]3[NH:32][CH2:33][C:34]4([CH2:39][CH2:38][O:37][CH2:36][CH2:35]4)[C:29]3=[CH:28][CH:27]=2)[CH2:22][CH2:21]1.Cl.O1CCOCC1>>[F:12][C:8]1[CH:7]=[C:6]2[C:11]([C:2]([N:32]3[C:30]4[C:29](=[CH:28][CH:27]=[C:26]([N:23]5[CH2:22][CH2:21][O:20][CH2:25][CH2:24]5)[CH:31]=4)[C:34]4([CH2:39][CH2:38][O:37][CH2:36][CH2:35]4)[CH2:33]3)=[C:3]([CH3:19])[C:4]([C:13]3[CH:14]=[N:15][CH:16]=[CH:17][CH:18]=3)=[N:5]2)=[CH:10][CH:9]=1. Procedure: Prepare according to procedure L using 4-chloro-7-fluoro-3-methyl-2-(pyridin-3-yl)quinoline (75 mg, 0.27 μmol), 6-morpholino-2′,3′,5′,6′-tetrahydrospiro-[indoline-3,4′-pyran] (75 mg, 0.27 mmol) and a 4.0M solution of HCl in 1,4-dioxane (0.014 mL, 0.055 mmol). After purification 1-(7-fluoro-3-methyl-2-(3-pyridinyl)-4-quinolinyl)-6-(4-morpholinyl)-1,2,2′,3′,5′,6′-hexahydrospiro[indole-3,4′-pyran] was obtained as a yellow film. 1H NMR (400 MHz, chloroform-d) δ ppm 8.91 (1H, d, J=2.3 Hz), 8.73 (1H, ... Starting materials: OB(O)F, OB(O)F, OB(O)F, OB(O)F, CC([O-])=S, CS(C)=O, N#[N+]c1ccc2oc(-c3ccc(Cl)cc3)nc2c1, [K+], O. Yields the product CC(=O)Sc1ccc2oc(-c3ccc(Cl)cc3)nc2c1. Reaction SMILES: [B:10]([F:11])([OH:12])[OH:13].[B:14]([F:15])([OH:16])[OH:17].[B:18]([F:19])([OH:20])[OH:21].[B:6]([F:7])([OH:8])[OH:9].[C:1]([CH3:2])(=[S:3])[O-:4].[CH3:40][S:41]([CH3:42])=[O:43].[Cl:22][c:23]1[cH:24][cH:25][c:26](-[c:29]2[o:30][c:31]3[c:32]([n:33]2)[cH:34][c:35]([N+:38]#[N:39])[cH:36][cH:37]3)[cH:27][cH:28]1.[K+:5].[OH2:44]>>[C:1]([CH3:2])([S:3][c:35]1[cH:34][c:32]2[c:31]([o:30][c:29](-[c:26]3[cH:25][cH:24][c:23]([Cl:22])[cH:28][cH:27]3)[n:33]2)[cH:37][cH:36]1)=[O:4]. Reactants: ClC=1C=C(C2=C(N1)N(N=C2C)C(C)(C)C)C(=O)NCC=2C(NC(=CC2C)C)=O (6-chloro-1-(1,1-dimethylethyl)-N-[(4,6-dimethyl-2-oxo-1,2-dihydro-3-pyridinyl)methyl]-3-methyl-1H-pyrazolo[3,4-b]pyridine-4-carboxamide), C([O-])([O-])=O.[Na+].[Na+] (sodium carbonate), CC1(OB(OC1(C)C)C1=CC2=C(NC(N2)=O)C=C1)C (5-(4,4,5,5-tetramethyl-1,3,2-dioxaborolan-2-yl)-1,3-dihydro-2H-benzimidazol-2-one), COCCOC (DME). The reagents and catalysts are C1=CC=C(C=C1)P([C-]2C=CC=C2)C3=CC=CC=C3.C1=CC=C(C=C1)P([C-]2C=CC=C2)C3=CC=CC=C3.Cl[Pd]Cl.[Fe+2].C(Cl)Cl (PdCl2(dppf) CH2Cl2). Run in O (water). Run at time 40 minute. Product: CC(C)(C)N1N=C(C2=C1N=C(C=C2C(=O)NCC=2C(NC(=CC2C)C)=O)C2=CC1=C(NC(N1)=O)C=C2)C (1-(1,1-Dimethylethyl)-N-[(4,6-dimethyl-2-oxo-1,2-dihydro-3-pyridinyl)methyl]-3-methyl-6-(2-oxo-2,3-dihydro-1H-benzimidazol-5-yl)-1H-pyrazolo[3,4-b]pyridine-4-carboxamide). Reaction SMILES: Cl[C:2]1[CH:3]=[C:4]([C:16]([NH:18][CH2:19][C:20]2[C:21](=[O:28])[NH:22][C:23]([CH3:27])=[CH:24][C:25]=2[CH3:26])=[O:17])[C:5]2[C:10]([CH3:11])=[N:9][N:8]([C:12]([CH3:15])([CH3:14])[CH3:13])[C:6]=2[N:7]=1.CC1(C)C(C)(C)OB([C:37]2[CH:46]=[CH:45][C:40]3[NH:41][C:42](=[O:44])[NH:43][C:39]=3[CH:38]=2)O1.COCCOC.C(=O)([O-])[O-].[Na+].[Na+]>C1C=CC(P(C2C=CC=CC=2)[C-]2C=CC=C2)=CC=1.C1C=CC(P(C2C=CC=CC=2)[C-]2C=CC=C2)=CC=1.Cl[Pd]Cl.[Fe+2].C(Cl)Cl.O>[CH3:13][C:12]([N:8]1[C:6]2[N:7]=[C:2]([C:37]3[CH:46]=[CH:45][C:40]4[NH:41][C:42](=[O:44])[NH:43][C:39]=4[CH:38]=3)[CH:3]=[C:4]([C:16]([NH:18][CH2:19][C:20]3[C:21](=[O:28])[NH:22][C:23]([CH3:27])=[CH:24][C:25]=3[CH3:26])=[O:17])[C:5]=2[C:10]([CH3:11])=[N:9]1)([CH3:14])[CH3:15] |f:3.4.5,6.7.8.9.10|. Reported procedure: The title compound was prepared in the same manner as described in example 74 using 6-chloro-1-(1,1-dimethylethyl)-N-[(4,6-dimethyl-2-oxo-1,2-dihydro-3-pyridinyl)methyl]-3-methyl-1H-pyrazolo[3,4-b]pyridine-4-carboxamide (70 mg, 0.174 mmol), 5-(4,4,5,5-tetramethyl-1,3,2-dioxaborolan-2-yl)-1,3-dihydro-2H-benzimidazol-2-one (58.9 mg, 0.226 mmol), DME (3 mL), water (1.00 mL), sodium carbonate (0.261 mL, 0.523 mmol) and PdCl2(dppf)-CH2Cl2 adduct (11.38 mg, 0.014 mmol) wherein the reaction time was 40... Reactants: ClC=1C(=C2CCCOC2=C(C1)C=1OC(=NN1)C1CCN(CC1)C1CC1)N (6-chloro-8-[5-(1-cyclopropyl piperidin-4-yl)-[1,3,4]oxadiazol-2-yl]chroman-5-yl amine), C(\C=C\C(=O)O)(=O)O (fumaric acid). Solvent: C(C)O (ethanol). The product is C(\C=C\C(=O)O)(=O)O.ClC=1C(=C2CCCOC2=C(C1)C=1OC(=NN1)C1CCN(CC1)C1CC1)N.ClC=1C(=C2CCCOC2=C(C1)C=1OC(=NN1)C1CCN(CC1)C1CC1)N (6-Chloro-8-[5-(1-cyclopropyl piperidin-4-yl)-[1,3,4]oxadiazol-2-yl]chroman-5-yl amine hemi fumarate). Isolated yield 92.8%. As a reaction SMILES: [Cl:1][C:2]1[C:3]([NH2:26])=[C:4]2[C:9](=[C:10]([C:12]3[O:13][C:14]([CH:17]4[CH2:22][CH2:21][N:20]([CH:23]5[CH2:25][CH2:24]5)[CH2:19][CH2:18]4)=[N:15][N:16]=3)[CH:11]=1)[O:8][CH2:7][CH2:6][CH2:5]2.[C:27]([OH:34])(=[O:33])/[CH:28]=[CH:29]/[C:30]([OH:32])=[O:31]>C(O)C>[C:27]([OH:34])(=[O:33])/[CH:28]=[CH:29]/[C:30]([OH:32])=[O:31].[Cl:1][C:2]1[C:3]([NH2:26])=[C:4]2[C:9](=[C:10]([C:12]3[O:13][C:14]([CH:17]4[CH2:18][CH2:19][N:20]([CH:23]5[CH2:25][CH2:24]5)[CH2:21][CH2:22]4)=[N:15][N:16]=3)[CH:11]=1)[O:8][CH2:7][CH2:6][CH2:5]2.[Cl:1][C:2]1[C:3]([NH2:26])=[C:4]2[C:9](=[C:10]([C:12]3[O:13][C:14]([CH:17]4[CH2:18][CH2:19][N:20]([CH:23]5[CH2:25][CH2:24]5)[CH2:21][CH2:22]4)=[N:15][N:16]=3)[CH:11]=1)[O:8][CH2:7][CH2:6][CH2:5]2 |f:3.4.5|. Procedure details: A suspension of 6-chloro-8-[5-(1-cyclopropyl piperidin-4-yl)-[1,3,4]oxadiazol-2-yl]chroman-5-yl amine (14 grams, 37.3 mmol, obtained in the above step) in ethanol (280 mL) was heated to reflux until clear solution obtained. The mixture was cooled to room temperature and fumaric acid (4.32 grams, 37.3 mmol) was added. The reaction mixture was heated to reflux for 1 hour. The volatiles were removed under reduced pressure and the furmarate salt, thus obtained, was recrystallized from isopropanol to...